From a dataset of the Open Reaction Database (ORD), a public repository of structured organic reaction records. describe an organic reaction: reactants, conditions, products, and yield Reactants: Oc1c(Br)cc(-c2c3ccccc3c(Br)c3sc4ccccc4c23)cc1Br, Br, O=C(O)CCc1cccnc1. Product: O=C(O)C(Cc1cccnc1)Oc1c(Br)cc(-c2c3ccccc3c(Br)c3sc4ccccc4c23)cc1Br. RXN SMILES: [Br:1][c:2]1[c:3]([OH:27])[c:4]([Br:26])[cH:5][c:6](-[c:8]2[c:9]3[cH:10][cH:11][cH:12][cH:13][c:14]3[c:15]([Br:25])[c:16]3[c:17]2[c:18]2[c:19]([s:20]3)[cH:21][cH:22][cH:23][cH:24]2)[cH:7]1.[Br:39].[n:28]1[cH:29][c:30]([CH2:34][CH2:35][C:36](=[O:37])[OH:38])[cH:31][cH:32][cH:33]1>>[Br:1][c:2]1[c:3]([O:27][CH:35]([CH2:34][c:30]2[cH:29][n:28][cH:33][cH:32][cH:31]2)[C:36](=[O:37])[OH:38])[c:4]([Br:26])[cH:5][c:6](-[c:8]2[c:9]3[cH:10][cH:11][cH:12][cH:13][c:14]3[c:15]([Br:25])[c:16]3[c:17]2[c:18]2[c:19]([s:20]3)[cH:21][cH:22][cH:23][cH:24]2)[cH:7]1.